This data is from the Open Reaction Database (ORD), a public repository of structured organic reaction records. The task is: describe an organic reaction: reactants, conditions, products, and yield The reactants are C=1C=CC2=C(C1)C(=CN2)CCO (tryptophol), C(C)(=O)NCC(C)=O (acetamidoacetone). The solvent is C1=CC=CC=C1 (benzene). Run at time 8 hour. Product: C(C)(=O)NCC1(OCCC2=C1NC1=CC=CC=C21)C (1-(acetamidomethyl)-1-methyl-1,3,4,9-tetrahydropyrano[3,4-b]indole). Reaction SMILES: [CH:1]1[CH:2]=[CH:3][C:4]2[NH:9][CH:8]=[C:7]([CH2:10][CH2:11][OH:12])[C:5]=2[CH:6]=1.[C:13]([NH:16][CH2:17][C:18](=O)[CH3:19])(=[O:15])[CH3:14]>C1C=CC=CC=1>[C:13]([NH:16][CH2:17][C:18]1([CH3:19])[C:8]2[NH:9][C:4]3[C:5]([C:7]=2[CH2:10][CH2:11][O:12]1)=[CH:6][CH:1]=[CH:2][CH:3]=3)(=[O:15])[CH3:14]. Procedure details: A mixture of tryptophol (3.86 g; II, R2, R3, R4, R5, R6 = H and X1 =OH) and acetamidoacetone (3.0 g), see R. H. Wileg and O. H. Borum, J. Amer. Chem. Soc., 70, 2005 (1948), in 300 ml of dry benzene is stirred and heated to reflux. Water is collected in a Dean-Stark trap. After removal of the water five drops of boron trifluoride-etherate is added and the mixture refluxed 30 min. using the water-separator again. After stirring at room temperature overnight, the reaction mixture is evaporated to d... The reactants are C1COCCO1, ClCCl, C=CCn1c(=O)ccc2ccc(F)cc21, [O-][I+3]([O-])([O-])[O-], [Na+], O=[Os](=O)(=O)=O, O. Yields the product O=CCn1c(=O)ccc2ccc(F)cc21. As a reaction SMILES: [CH2:25]1[O:26][CH2:27][CH2:28][O:29][CH2:30]1.[Cl:22][CH2:23][Cl:24].[F:1][c:2]1[cH:3][cH:4][c:5]2[cH:6][cH:7][c:8](=[O:15])[n:9]([CH2:12][CH:13]=[CH2:14])[c:10]2[cH:11]1.[I+3:16]([O-:17])([O-:18])([O-:19])[O-:20].[Na+:21].[O:32]=[Os:33](=[O:34])(=[O:35])=[O:36].[OH2:31]>>[F:1][c:2]1[cH:3][cH:4][c:5]2[cH:6][cH:7][c:8](=[O:15])[n:9]([CH2:12][CH:13]=[O:17])[c:10]2[cH:11]1. The reactants are O1CCCC1 (tetrahydrofuran), O (water), solution, N[C@@H](C(C)C)C(=O)O (L-valine), C(=O)(OC(C)(C)C)Cl (Boc-Cl), C(=O)(OC(C)(C)C)Cl (Boc-Cl). Run in [OH-].[Na+] (NaOH), [OH-].[Na+] (NaOH). Conditions: temperature 10 celsius. Yields the product C(=O)(OC(C)(C)C)N[C@@H](C(C)C)C(=O)O (Boc-valine). Reaction SMILES: [NH2:1][C@H:2]([C:6]([OH:8])=[O:7])[CH:3]([CH3:5])[CH3:4].O.O1CCCC1.[C:15](Cl)([O:17][C:18]([CH3:21])([CH3:20])[CH3:19])=[O:16]>[OH-].[Na+]>[C:15]([NH:1][C@H:2]([C:6]([OH:8])=[O:7])[CH:3]([CH3:5])[CH3:4])([O:17][C:18]([CH3:21])([CH3:20])[CH3:19])=[O:16] |f:4.5|. Procedure: 29 g of L-valine is dissolved in 250 ml of 1N aqueous NaOH, and to the solution is added water so that 400 ml of the solution is obtained. To the solution is added 150 ml of tetrahydrofuran. Then, while vigorously stirring at 10° C., to the solution are added 100 ml of Boc-Cl by 1/5 amounts at intervals of ten minutes, while 2N aqueous NaOH is added after every addition of Boc-Cl in such amount as will provide a pH value of about 8 to 9. Two hours later, the mixture is extracted with diethyl eth... Starting materials: C(#N)[BH3-].[Na+] (Sodium cyanoborohydride), C([O-])([O-])=O.[Na+].[Na+] (sodium carbonate), C(CC)OC(NC1=C(C=C(C=C1C)N)C)=O ((4-Amino-2,6-dimethyl-phenyl)-carbamic acid propyl ester), CC1=NC(=NC=C1C=O)C1=CC=CC=C1 (4-methyl-2-phenyl-5-pyrimidinecarbaldehyde). Run in C(C)(=O)O (acetic acid), CO (methanol). Reaction conditions: temperature 170 celsius. Product: C(CC)OC(NC1=C(C=C(C=C1C)NCC=1C(=NC(=NC1)C1=CC=CC=C1)C)C)=O ({2,6-Dimethyl-4-[(4-methyl-2-phenyl-pyrimidin-5-ylmethyl)-amino]-phenyl}-carbamic acid propyl ester). The yield is 16.5%. RXN SMILES: [CH2:1]([O:4][C:5](=[O:16])[NH:6][C:7]1[C:12]([CH3:13])=[CH:11][C:10]([NH2:14])=[CH:9][C:8]=1[CH3:15])[CH2:2][CH3:3].[CH3:17][C:18]1[C:23]([CH:24]=O)=[CH:22][N:21]=[C:20]([C:26]2[CH:31]=[CH:30][CH:29]=[CH:28][CH:27]=2)[N:19]=1.C([BH3-])#N.[Na+].C(=O)([O-])[O-].[Na+].[Na+]>CO.C(O)(=O)C>[CH2:1]([O:4][C:5](=[O:16])[NH:6][C:7]1[C:8]([CH3:15])=[CH:9][C:10]([NH:14][CH2:24][C:23]2[C:18]([CH3:17])=[N:19][C:20]([C:26]3[CH:27]=[CH:28][CH:29]=[CH:30][CH:31]=3)=[N:21][CH:22]=2)=[CH:11][C:12]=1[CH3:13])[CH2:2][CH3:3] |f:2.3,4.5.6|. Procedure details: (4-Amino-2,6-dimethyl-phenyl)-carbamic acid propyl ester (22 mg) and 4-methyl-2-phenyl-5-pyrimidinecarbaldehyde (20 mg) were dissolved in methanol (0.5 mL) and heated to 170° C. for 10 minutes in a sealed microwave process vial. Sodium cyanoborohydride (2 M in methanol, 250 uL) and acetic acid (100 uL) were added and the reaction mixture was heated to 50° C. for 2 hours. Aqueous sodium carbonate (10%, 1 mL) was added, the product was extracted with ethyl acetate (2×1 mL), and the combined organi... Starting materials: CCOC(C)=O, CC(C)c1ccc(S(=O)(=O)Cl)cc1, ClCCl, Cl, CCCN1CCCC1Cc1ccc(N)cc1, c1ccncc1. Product: CCCN1CCCC1Cc1ccc(NS(=O)(=O)c2ccc(C(C)C)cc2)cc1. As a reaction SMILES: [CH3:40][CH2:41][O:42][C:43](=[O:44])[CH3:45].[CH:17]([CH3:18])([CH3:19])[c:20]1[cH:21][cH:22][c:23]([S:26](=[O:27])(=[O:28])[Cl:29])[cH:24][cH:25]1.[Cl:31][CH2:32][Cl:33].[ClH:30].[NH2:1][c:2]1[cH:3][cH:4][c:5]([CH2:6][CH:7]2[N:8]([CH2:12][CH2:13][CH3:14])[CH2:9][CH2:10][CH2:11]2)[cH:15][cH:16]1.[n:34]1[cH:35][cH:36][cH:37][cH:38][cH:39]1>>[NH:1]([c:2]1[cH:3][cH:4][c:5]([CH2:6][CH:7]2[N:8]([CH2:12][CH2:13][CH3:14])[CH2:9][CH2:10][CH2:11]2)[cH:15][cH:16]1)[S:26]([c:23]1[cH:22][cH:21][c:20]([CH:17]([CH3:18])[CH3:19])[cH:25][cH:24]1)(=[O:27])=[O:28]. Reaction SMILES: [NH:1]([CH2:8][C:9]([NH2:11])=[O:10])[C:2]1[CH:7]=[CH:6][CH:5]=[CH:4][CH:3]=1.C(=O)(O)[O-].[K+].[N:17]#[C:18]Br>C(O)C>[NH:17]=[C:18]1[N:1]([C:2]2[CH:7]=[CH:6][CH:5]=[CH:4][CH:3]=2)[CH2:8][C:9](=[NH:11])[O:10]1 |f:1.2|. Starting materials: N(C1=CC=CC=C1)CC(=O)N (anilinoacetamide), intermediate III, C([O-])(O)=O.[K+] (potassium bicarbonate), N#CBr (cyanogen bromide). The solvent is C(C)O (ethanol), C(C)O (ethanol). Reported procedure: To a mixture of 3.75 g. of anilinoacetamide, 2.5 g. of potassium bicarbonate and 50 ml. of ethanol was added rapidly 2.7 g. of cyanogen bromide in 20 ml. of ethanol. The reaction mixture was heated to reflux. After heating overnight and cooling, a small amount of precipitate was in the flask. This was filtered and the ethanolic filtrate shown to be slightly acidic. The ethanol filtrate was concentrated down to dryness leaving a solid which was washed with ethanol. The yield of product, m.p. 117°... Product: N=C1OC(CN1C1=CC=CC=C1)=N (2,5-Diimino-3-phenyloxazolidine). The reactants are CC(C)(C)OC(=O)NC(Cc1ccccc1)C(O)CCl, CCO, O, O=C(O)CC(O)(CC(=O)O)C(=O)O. The product is CC(C)(C)OC(=O)NC(Cc1ccccc1)C1CO1. RXN SMILES: [C:1]([CH3:2])([CH3:3])([CH3:4])[O:5][C:6](=[O:7])[NH:8][CH:9]([CH:10]([CH2:11][Cl:12])[OH:13])[CH2:14][c:15]1[cH:16][cH:17][cH:18][cH:19][cH:20]1.[CH3:21][CH2:22][OH:23].[OH2:37].[OH:24][C:25]([CH2:26][C:27]([C:28](=[O:29])[OH:30])([CH2:31][C:32](=[O:33])[OH:34])[OH:35])=[O:36]>>[C:1]([CH3:2])([CH3:3])([CH3:4])[O:5][C:6](=[O:7])[NH:8][CH:9]([CH:10]1[CH2:11][O:13]1)[CH2:14][c:15]1[cH:16][cH:17][cH:18][cH:19][cH:20]1. Reactants: OCc1c(F)c(F)c(CBr)c(F)c1F, CC(C)O, Cl, [Na], O. Product: CC(C)OCc1c(F)c(F)c(CO)c(F)c1F. As a reaction SMILES: [Br:6][CH2:7][c:8]1[c:9]([F:19])[c:10]([F:18])[c:11]([CH2:12][OH:13])[c:14]([F:17])[c:15]1[F:16].[CH:2]([CH3:3])([CH3:4])[OH:5].[ClH:20].[Na:1].[OH2:21]>>[CH:2]([CH3:3])([CH3:4])[O:5][CH2:7][c:8]1[c:9]([F:19])[c:10]([F:18])[c:11]([CH2:12][OH:13])[c:14]([F:17])[c:15]1[F:16]. The reactants are C(=O)(Cl)Cl (phosgene), C(=O)(Cl)Cl (phosgene), C(=O)(Cl)Cl (phosgene), ClC1=C(OC(C)C2=NN=C(S2)N)C=CC(=C1)Cl (5-[1-(2,4-dichlorophenoxy)ethyl]-2-amino-1,3,4-thiadiazole). Run in C(C)(=O)OCC (ethyl acetate), C(C)OC(C)=O (ethylacetate). Reaction conditions: time 17 hour. The product is ClC1=C(OC(C)C2=NN=C(S2)N=C=O)C=CC(=C1)Cl (5-[1-(2,4-dichlorophenoxy)ethyl]-1,3,4-thiadiazol-2-yl isocyanate). As a reaction SMILES: [C:1](Cl)(Cl)=[O:2].[Cl:5][C:6]1[CH:20]=[C:19]([Cl:21])[CH:18]=[CH:17][C:7]=1[O:8][CH:9]([C:11]1[S:15][C:14]([NH2:16])=[N:13][N:12]=1)[CH3:10]>C(OC(=O)C)C>[Cl:5][C:6]1[CH:20]=[C:19]([Cl:21])[CH:18]=[CH:17][C:7]=1[O:8][CH:9]([C:11]1[S:15][C:14]([N:16]=[C:1]=[O:2])=[N:13][N:12]=1)[CH3:10]. Procedure details: A 500 milliliter, neck flask equipped with a magnetic stirrer, thermometer, dry ice condenser/drying tube and inlet from a phosgene (COCl2) tank via a calibrated rotameter was charged with 50 milliliters of ethyl acetate saturated with phosgene at 20° C. (approximately 0.5 mole of phosgene). An additional 100 milliliters of ethylacetate was added and 10.0 grams of 5-[1-(2,4-dichlorophenoxy)ethyl]-2-amino-1,3,4-thiadiazole, (prepared above) was added. The resulting emulsion was stirred for 17 hou... The reactants are NC=1SC=C(N1)CO\N=C(/C=1N(OC(N1)=O)C)\C1=CC=CC=C1 (3-[(Z)-{[(2-amino-1,3-thiazol-4-yl)methoxy]imino}(phenyl)methyl]-2-methyl-1,2,4-oxadiazol-5(2H)-one), N1=CC=CC=C1 (pyridine), O1C(COC2=C1C=CC=C2)C(=O)Cl (2,3-dihydro-1,4-benzodioxine-2-carbonyl chloride). The solvent is ClCCl (dichloromethane). Run at time 8 hour. Yields the product CN1OC(N=C1\C(\C1=CC=CC=C1)=N/OCC=1N=C(SC1)NC(=O)C1COC2=C(O1)C=CC=C2)=O (N-{4-[({[(Z)-(2-methyl-5-oxo-2,5-dihydro-1,2,4-oxadiazol-3-yl)(phenyl)methylene]amino}oxy)methyl]-1,3-thiazol-2-yl}-2,3-dihydro-1,4-benzodioxine-2-carboxamide). Yield: 106.4%. Reaction SMILES: [NH2:1][C:2]1[S:3][CH:4]=[C:5]([CH2:7][O:8]/[N:9]=[C:10](/[C:18]2[CH:23]=[CH:22][CH:21]=[CH:20][CH:19]=2)\[C:11]2[N:12]([CH3:17])[O:13][C:14](=[O:16])[N:15]=2)[N:6]=1.N1C=CC=CC=1.[O:30]1[C:35]2[CH:36]=[CH:37][CH:38]=[CH:39][C:34]=2[O:33][CH2:32][CH:31]1[C:40](Cl)=[O:41]>ClCCl>[CH3:17][N:12]1[C:11](/[C:10](=[N:9]\[O:8][CH2:7][C:5]2[N:6]=[C:2]([NH:1][C:40]([CH:31]3[O:30][C:35]4[CH:36]=[CH:37][CH:38]=[CH:39][C:34]=4[O:33][CH2:32]3)=[O:41])[S:3][CH:4]=2)/[C:18]2[CH:23]=[CH:22][CH:21]=[CH:20][CH:19]=2)=[N:15][C:14](=[O:16])[O:13]1. Procedure: To a solution of 3-[(Z)-{[(2-amino-1,3-thiazol-4-yl)methoxy]imino}(phenyl)methyl]-2-methyl-1,2,4-oxadiazol-5(2H)-one (120 mg, 0.362 mmol, 1 eq.) and pyridine (0.044 ml, 0.543 mmol, 1.5 eq) in dry dichloromethane (2.0 ml) at room temperature was added 2,3-dihydro-1,4-benzodioxine-2-carbonyl chloride (108 mg, 0.543 mmol, 1.5 eq) and stirring was allowed overnight. The reaction was quenched by addition of water and concentrated to dryness. The residue was taken in EtOAc and 0.5 ml of 1N NaOH was ad...